Dataset: the Open Reaction Database (ORD), a public repository of structured organic reaction records. Task: describe an organic reaction: reactants, conditions, products, and yield The reactants are O=[N+]([O-])c1ccc(Br)nc1, C[S-], [Na+], CN(C)C=O. Product: CSc1ccc([N+](=O)[O-])cn1. As a reaction SMILES: [Br:1][c:2]1[n:3][cH:4][c:5]([N+:8](=[O:9])[O-:10])[cH:6][cH:7]1.[CH3:11][S-:12].[Na+:13].[O:14]=[CH:15][N:16]([CH3:17])[CH3:18]>>[c:2]1([S:12][CH3:11])[n:3][cH:4][c:5]([N+:8](=[O:9])[O-:10])[cH:6][cH:7]1. Starting materials: CCOC(=O)Cn1c2cccccc-2c(C#N)c1=O, O, O=S(=O)(O)O. The product is CCOC(=O)Cn1c2cccccc-2c(C(N)=O)c1=O. RXN SMILES: [CH2:1]([CH3:2])[O:3][C:4]([CH2:5][n:6]1[c:7]2[cH:18][cH:17][cH:16][cH:15][cH:14][c:8]-2[c:9]([C:12]#[N:13])[c:10]1=[O:11])=[O:19].[OH2:20].[S:21](=[O:22])(=[O:23])([OH:24])[OH:25]>>[CH2:1]([CH3:2])[O:3][C:4]([CH2:5][n:6]1[c:7]2[cH:18][cH:17][cH:16][cH:15][cH:14][c:8]-2[c:9]([C:12]([NH2:13])=[O:20])[c:10]1=[O:11])=[O:19]. Starting materials: COC(\C=C\C=1SC(=CC1)Br)=O ((E)-3-(5-bromo-thiophen-2-yl)-acrylic acid methyl ester), CSC1=NC=CC(=N1)[Sn](CCCC)(CCCC)CCCC (2-methylsulfanyl-4-tributylstannanyl-pyrimidine). Product: COC(\C=C\C=1SC(=CC1)C1=NC(=NC=C1)SC)=O ((E)-3-[5-(2-Methylsulfanyl-pyrimidin-4-yl)-thiophen-2-yl]-acrylic acid methyl ester). The yield is 45.0%. RXN SMILES: [CH3:1][O:2][C:3](=[O:12])/[CH:4]=[CH:5]/[C:6]1[S:7][C:8](Br)=[CH:9][CH:10]=1.[CH3:13][S:14][C:15]1[N:20]=[C:19]([Sn](CCCC)(CCCC)CCCC)[CH:18]=[CH:17][N:16]=1>>[CH3:1][O:2][C:3](=[O:12])/[CH:4]=[CH:5]/[C:6]1[S:7][C:8]([C:17]2[CH:18]=[CH:19][N:20]=[C:15]([S:14][CH3:13])[N:16]=2)=[CH:9][CH:10]=1. Procedure details: (E)-3-[5-(2-Methylsulfanyl-pyrimidin-4-yl)-thiophen-2-yl]-acrylic acid methyl ester was prepared analogous to Step A of Method D, using (E)-3-(5-bromo-thiophen-2-yl)-acrylic acid methyl ester and 2-methylsulfanyl-4-tributylstannanyl-pyrimidine. Yield: 45%. Starting materials: COC(C1=CC=C(C=C1)OC(=O)OC(C)(C)C)OC (4-(tert.-butoxycarbonyloxy)-benzaldehyde dimethylacetal), O(C1=CC=CC=C1)CCO (2-phenoxyethanol), S(=O)(=O)(O)[O-].[K+] (potassium hydrogensulfate), CO (methanol), C1(=CC=CC=C1)C (toluene). Product: O(C1=CC=CC=C1)CCOC(C1=CC=C(C=C1)OC(=O)OC(C)(C)C)OCCOC1=CC=CC=C1 (4-tert.-butoxycarbonyloxy-benzaldehyde bis-(2-phenoxyethyl)-acetal). As a reaction SMILES: [CH3:1][O:2][CH:3]([O:18][CH3:19])[C:4]1[CH:9]=[CH:8][C:7]([O:10][C:11]([O:13][C:14]([CH3:17])([CH3:16])[CH3:15])=[O:12])=[CH:6][CH:5]=1.[O:20]([CH2:27]CO)[C:21]1[CH:26]=[CH:25][CH:24]=[CH:23][CH:22]=1.S([O-])(O)(=O)=O.[K+].[CH3:36][OH:37].[C:38]1(C)[CH:43]=[CH:42][CH:41]=[CH:40][CH:39]=1>>[O:37]([CH2:36][CH2:19][O:18][CH:3]([O:2][CH2:1][CH2:27][O:20][C:21]1[CH:22]=[CH:23][CH:24]=[CH:25][CH:26]=1)[C:4]1[CH:5]=[CH:6][C:7]([O:10][C:11]([O:13][C:14]([CH3:15])([CH3:16])[CH3:17])=[O:12])=[CH:8][CH:9]=1)[C:38]1[CH:43]=[CH:42][CH:41]=[CH:40][CH:39]=1 |f:2.3|. Reported procedure: A mixture of 2 g (7.45 mmol) of 4-(tert.-butoxycarbonyloxy)-benzaldehyde dimethylacetal, 2.06 g (14.9 mmol) of 2-phenoxyethanol and 40 mg of potassium hydrogensulfate was heated to the boil in 30 ml of dried toluene under a reflux condenser. After heating for 1 hour, the methanol formed was distilled off slowly, while more toluene was added to the mixture. After complete removal of the methanol, the mixture was cooled down, the potassium hydrogen sulfate catalyst was filtered off and the toluene... The reactants are [BH4-], O=C(c1cccc(Cl)c1)N1CCC(N(Cc2ccnc3ccccc23)C(=O)C(F)(F)F)CC1Cc1ccccc1, [Na+]. Product: O=C(c1cccc(Cl)c1)N1CCC(NCc2ccnc3ccccc23)CC1Cc1ccccc1. As a reaction SMILES: [BH4-:41].[CH2:1]([c:2]1[cH:3][cH:4][cH:5][cH:6][cH:7]1)[CH:8]1[N:9]([C:32]([c:33]2[cH:34][c:35]([Cl:39])[cH:36][cH:37][cH:38]2)=[O:40])[CH2:10][CH2:11][CH:12]([N:14]([C:15](=[O:16])[C:17]([F:18])([F:19])[F:20])[CH2:21][c:22]2[cH:23][cH:24][n:25][c:26]3[cH:27][cH:28][cH:29][cH:30][c:31]23)[CH2:13]1.[Na+:42]>>[CH2:1]([c:2]1[cH:3][cH:4][cH:5][cH:6][cH:7]1)[CH:8]1[N:9]([C:32]([c:33]2[cH:34][c:35]([Cl:39])[cH:36][cH:37][cH:38]2)=[O:40])[CH2:10][CH2:11][CH:12]([NH:14][CH2:21][c:22]2[cH:23][cH:24][n:25][c:26]3[cH:27][cH:28][cH:29][cH:30][c:31]23)[CH2:13]1. The reactants are CC(=O)OC1C(N2CCCC2)CC2C3CCC4CC(O)C(N5CCOCC5)CC4(C)C3CCC21C, CCCCCC, ClCCl, ClC(Cl)Cl. The product is CC(=O)OC1C(N2CCCCC2)CC2C3CCC4CC(O)C(N5CCOCC5)CC4(C)C3CCC21C. Reaction SMILES: [C:1]([CH3:2])(=[O:3])[O:4][CH:5]1[C:6]2([CH3:7])[CH:8]([CH2:9][CH:10]1[N:11]1[CH2:12][CH2:13][CH2:14][CH2:15]1)[CH:16]1[CH2:17][CH2:18][CH:19]3[CH2:20][CH:21]([OH:35])[CH:22]([N:29]4[CH2:30][CH2:31][O:32][CH2:33][CH2:34]4)[CH2:23][C:24]3([CH3:25])[CH:26]1[CH2:27][CH2:28]2.[CH3:36][CH2:37][CH2:38][CH2:39][CH2:40][CH3:41].[Cl:42][CH2:43][Cl:44].[Cl:45][CH:46]([Cl:47])[Cl:48]>>[C:1]([CH3:2])(=[O:3])[O:4][CH:5]1[C:6]2([CH3:7])[CH:8]([CH2:9][CH:10]1[N:11]1[CH2:12][CH2:13][CH2:36][CH2:14][CH2:15]1)[CH:16]1[CH2:17][CH2:18][CH:19]3[CH2:20][CH:21]([OH:35])[CH:22]([N:29]4[CH2:30][CH2:31][O:32][CH2:33][CH2:34]4)[CH2:23][C:24]3([CH3:25])[CH:26]1[CH2:27][CH2:28]2. Starting materials: NCC(C)(C)N (1,2-diamino-2-methylpropane), CN=C=O (methyl isocyanate). Run in N1=CC=CC=C1 (pyridine), N1=CC=CC=C1 (pyridine). Run at temperature 0 celsius, time 5 minute. Yields the product CC(CNC(=O)NC)(C)N (1,1-Dimethyl-2-(methylaminocarbonylamino)ethylamine). The yield is 79.9%. RXN SMILES: [CH3:1][N:2]=[C:3]=[O:4].[NH2:5][CH2:6][C:7]([NH2:10])([CH3:9])[CH3:8]>N1C=CC=CC=1>[CH3:8][C:7]([NH2:10])([CH3:9])[CH2:6][NH:5][C:3]([NH:2][CH3:1])=[O:4]. Procedure: A mixture of 5.7 g (0.1 mol) of methyl isocyanate and 20 ml of pyridine was stirred at 0° C. for 5 minutes and then slowly added to a solution of 20 g (0.23 mol) of 1,2-diamino-2-methylpropane in 30 ml of pyridine. The reaction mixture was warmed to 20° C. and stirred for 1 hour. Evaporation of the solvent in vacuo gave 11.6 g (90%) of product, recovered as an oil, which was identified by NMR and IR spectroscopy.